This data is from the Open Reaction Database (ORD), a public repository of structured organic reaction records. The task is: describe an organic reaction: reactants, conditions, products, and yield The reactants are ClCCl, C1COCCN1, CCN=C=NCCCN(C)C, COC1=C(OC)C(=O)C(Cc2ccc(Oc3ccccc3)c(C(=O)O)c2)=C(C)C1=O, Cl, O. Yields the product COC1=C(OC)C(=O)C(Cc2ccc(Oc3ccccc3)c(C(=O)N3CCOCC3)c2)=C(C)C1=O. RXN SMILES: [CH2:19]([Cl:20])[Cl:21].[CH2:1]1[CH2:2][O:3][CH2:4][CH2:5][NH:6]1.[CH2:8]([N:9]=[C:10]=[N:11][CH2:12][CH2:13][CH2:14][N:15]([CH3:16])[CH3:17])[CH3:18].[CH3:22][O:23][C:24]1=[C:29]([O:30][CH3:31])[C:28](=[O:32])[C:27]([CH2:33][c:34]2[cH:35][cH:36][c:37]([O:43][c:44]3[cH:45][cH:46][cH:47][cH:48][cH:49]3)[c:38]([C:39](=[O:40])[OH:41])[cH:42]2)=[C:26]([CH3:50])[C:25]1=[O:51].[ClH:7].[OH2:52]>>[CH2:1]1[CH2:2][O:3][CH2:4][CH2:5][N:6]1[C:39]([c:38]1[c:37]([O:43][c:44]2[cH:45][cH:46][cH:47][cH:48][cH:49]2)[cH:36][cH:35][c:34]([CH2:33][C:27]2=[C:26]([CH3:50])[C:25](=[O:51])[C:24]([O:23][CH3:22])=[C:29]([O:30][CH3:31])[C:28]2=[O:32])[cH:42]1)=[O:40]. The reactants are S1C(C=CC1)=O (3-thiolen-2-one), BrCCCCCCCCC=CCC=CCC=CCC (1-bromo-9,12,15-octadecatriene), [H-].[Na+] (sodium hydride). Solvent: C1=CC=CC=C1 (benzene). Conditions: time 24 hour. Yields the product C(CCCCCCCC=CCC=CCC=CCC)OC=1SC=CC1 (2-(9,12,15-octadecatrienyloxy)thiophene). As a reaction SMILES: [S:1]1[CH2:5][CH:4]=[CH:3][C:2]1=[O:6].Br[CH2:8][CH2:9][CH2:10][CH2:11][CH2:12][CH2:13][CH2:14][CH2:15][CH:16]=[CH:17][CH2:18][CH:19]=[CH:20][CH2:21][CH:22]=[CH:23][CH2:24][CH3:25].[H-].[Na+]>C1C=CC=CC=1>[CH2:25]([O:6][C:2]1[S:1][CH:5]=[CH:4][CH:3]=1)[CH2:24][CH2:23][CH2:22][CH2:21][CH2:20][CH2:19][CH2:18][CH:17]=[CH:16][CH2:15][CH:14]=[CH:13][CH2:12][CH:11]=[CH:10][CH2:9][CH3:8] |f:2.3|. Reported procedure: A mixture of 20.0 g (0.2 mole) of 3-thiolen-2-one [R. T. Hawkins, J. Heterocyclic Chem., 11 291-4 (1974)] 65.5 g (0.2 mole) of 1-bromo-9,12,15-octadecatriene, and 4.8 g (0.2 mole) of sodium hydride in benzene is refluxed with stirring for 24 hours after which the solvent is removed, and the product distilled to give 2-(9,12,15-octadecatrienyloxy)thiophene. Reaction SMILES: [CH2:1]([c:2]1[cH:3][cH:4][cH:5][cH:6][cH:7]1)[O:8][C:9](=[O:10])[N:11]1[CH:12]([C:15](=[O:16])[OH:17])[CH2:13][CH2:14]1.[Cl:18][C:19]([C:20]([Cl:21])=[O:22])=[O:23].[Cl:29][CH2:30][Cl:31].[O:24]=[CH:25][N:26]([CH3:27])[CH3:28]>>[CH2:1]([c:2]1[cH:3][cH:4][cH:5][cH:6][cH:7]1)[O:8][C:9](=[O:10])[N:11]1[CH:12]([C:15](=[O:16])[OH:17])[CH2:13][CH2:14]1.[Cl-:18]. Product: O=C(O)C1CCN1C(=O)OCc1ccccc1, [Cl-]. Starting materials: O=C(O)C1CCN1C(=O)OCc1ccccc1, O=C(Cl)C(=O)Cl, ClCCl, CN(C)C=O. The reactants are NC1=CC=C(C=C1)C1=CC(=C(C(=C1)C(C)(C)C)O)C(C)(C)C (4-(4'-aminophenyl)-2,6-di(t-butyl)phenol), n-butyroyl chloride. Run in ClCCl (dichloromethane). Product: C(CCC)(=O)NC1=CC=C(C=C1)C1=CC(=C(C(=C1)C(C)(C)C)O)C(C)(C)C (4-(4'-butyramidophenyl)-2,6-di(t-butyl)phenol). As a reaction SMILES: [NH2:1][C:2]1[CH:7]=[CH:6][C:5]([C:8]2[CH:13]=[C:12]([C:14]([CH3:17])([CH3:16])[CH3:15])[C:11]([OH:18])=[C:10]([C:19]([CH3:22])([CH3:21])[CH3:20])[CH:9]=2)=[CH:4][CH:3]=1>ClCCl>[C:11]([NH:1][C:2]1[CH:7]=[CH:6][C:5]([C:8]2[CH:13]=[C:12]([C:14]([CH3:15])([CH3:16])[CH3:17])[C:11]([OH:18])=[C:10]([C:19]([CH3:22])([CH3:21])[CH3:20])[CH:9]=2)=[CH:4][CH:3]=1)(=[O:18])[CH2:10][CH2:9][CH3:8]. Reported procedure: To a stirred solution of 15 g. (0.0504 mole) of 4-(4'-aminophenyl)-2,6-di(t-butyl)phenol in 75 ml. of dichloromethane is added dropwise 5.37 g. (0.0504 mole) of n-butyroyl chloride. The reaction is immediate. The solvent is removed by evaporation, and the solid residue is recrystallized, first from aqueous ethanol, then from heptane to provide 4-(4'-butyramidophenyl)-2,6-di(t-butyl)phenol, m.p. 180°-181° C. The reactants are CCN=C=NCCCN(C)C, O=C(O)c1cn(C2CCCC2)nn1, CCN(C(C)C)C(C)C, NC1CCCC1, Cl, NCC(=O)N1CCC(Oc2cncc(Cl)c2)CC1, CN(C)C=O, O, On1nnc2ccccc21. The product is O=C(NCC(=O)N1CCC(Oc2cncc(Cl)c2)CC1)c1cn(C2CCCC2)nn1. As a reaction SMILES: [CH3:39][CH2:40][N:41]=[C:42]=[N:43][CH2:44][CH2:45][CH2:46][N:47]([CH3:48])[CH3:49].[CH:10]1([n:15]2[n:16][n:17][c:18]([C:20](=[O:21])[OH:22])[cH:19]2)[CH2:11][CH2:12][CH2:13][CH2:14]1.[CH:1]([N:2]([CH2:3][CH3:4])[CH:5]([CH3:6])[CH3:7])([CH3:8])[CH3:9].[CH:23]1([NH2:24])[CH2:25][CH2:26][CH2:27][CH2:28]1.[ClH:50].[NH2:51][CH2:52][C:53](=[O:54])[N:55]1[CH2:56][CH2:57][CH:58]([O:61][c:62]2[cH:63][n:64][cH:65][c:66]([Cl:68])[cH:67]2)[CH2:59][CH2:60]1.[O:69]=[CH:70][N:71]([CH3:72])[CH3:73].[OH2:74].[OH:29][n:30]1[c:31]2[c:32]([cH:33][cH:34][cH:35][cH:36]2)[n:37][n:38]1>>[CH:10]1([n:15]2[n:16][n:17][c:18]([C:20](=[O:22])[NH:51][CH2:52][C:53](=[O:54])[N:55]3[CH2:56][CH2:57][CH:58]([O:61][c:62]4[cH:63][n:64][cH:65][c:66]([Cl:68])[cH:67]4)[CH2:59][CH2:60]3)[cH:19]2)[CH2:11][CH2:12][CH2:13][CH2:14]1. Reactants: CC(C)(O)CCBr, CC(SC(=O)Oc1ccccc1)C1=CCC2C3=CC=C4CC(O)CC(O[Si](C)(C)C(C)(C)C)C4(C)C3CCC12C, CO, [K+], C1CCOC1, [OH-]. Yields the product CC(SCCC(C)(C)O)C1=CCC2C3=CC=C4CC(O)CC(O[Si](C)(C)C(C)(C)C)C4(C)C3CCC12C. Reaction SMILES: [Br:41][CH2:42][CH2:43][C:44]([CH3:45])([OH:46])[CH3:47].[C:1]([CH3:2])([CH3:3])([CH3:4])[Si:5]([O:6][CH:7]1[CH2:8][CH:9]([OH:38])[CH2:10][C:11]2=[CH:12][CH:13]=[C:14]3[CH:15]4[CH2:16][CH:17]=[C:18]([CH:19]([CH3:20])[S:21][C:22]([O:23][c:24]5[cH:25][cH:26][cH:27][cH:28][cH:29]5)=[O:30])[C:31]4([CH3:37])[CH2:32][CH2:33][CH:34]3[C:35]12[CH3:36])([CH3:39])[CH3:40].[CH3:55][OH:56].[K+:49].[O:50]1[CH2:51][CH2:52][CH2:53][CH2:54]1.[OH-:48]>>[C:1]([CH3:2])([CH3:3])([CH3:4])[Si:5]([O:6][CH:7]1[CH2:8][CH:9]([OH:38])[CH2:10][C:11]2=[CH:12][CH:13]=[C:14]3[CH:15]4[CH2:16][CH:17]=[C:18]([CH:19]([CH3:20])[S:21][CH2:42][CH2:43][C:44]([CH3:45])([OH:46])[CH3:47])[C:31]4([CH3:37])[CH2:32][CH2:33][CH:34]3[C:35]12[CH3:36])([CH3:39])[CH3:40].